This data is from the Open Reaction Database (ORD), a public repository of structured organic reaction records. The task is: describe an organic reaction: reactants, conditions, products, and yield Reactants: CC(=O)O, CN(C(=O)c1ccc(Cl)cc1)C1CCNCC1c1ccc(Cl)c(Cl)c1, Cl. Product: CC(=O)N1CCC(N(C)C(=O)c2ccc(Cl)cc2)C(c2ccc(Cl)c(Cl)c2)C1. RXN SMILES: [CH3:27][C:28]([OH:29])=[O:30].[Cl:2][c:3]1[cH:4][cH:5][c:6]([C:7](=[O:8])[N:9]([CH3:10])[CH:11]2[CH:12]([c:17]3[cH:18][c:19]([Cl:24])[c:20]([Cl:23])[cH:21][cH:22]3)[CH2:13][NH:14][CH2:15][CH2:16]2)[cH:25][cH:26]1.[ClH:1]>>[Cl:2][c:3]1[cH:4][cH:5][c:6]([C:7](=[O:8])[N:9]([CH3:10])[CH:11]2[CH:12]([c:17]3[cH:18][c:19]([Cl:24])[c:20]([Cl:23])[cH:21][cH:22]3)[CH2:13][N:14]([C:28]([CH3:27])=[O:29])[CH2:15][CH2:16]2)[cH:25][cH:26]1. Reactants: O=C([O-])[O-], COc1cc(C(=O)N(C)CC(CCN2CCC(C(=O)c3nc4ccccc4[nH]3)CC2)c2ccc(Cl)c(Cl)c2)cc(OC)c1OC, CC(C)=O, ClCCN1CCOCC1, ClCCl, Cl, [K+], [K+], O. Product: COc1cc(C(=O)N(C)CC(CCN2CCC(C(=O)c3nc4ccccc4n3CCN3CCOCC3)CC2)c2ccc(Cl)c(Cl)c2)cc(OC)c1OC. RXN SMILES: [C:56](=[O:57])([O-:58])[O-:59].[CH3:1][N:2]([C:3]([c:4]1[cH:5][c:6]([O:14][CH3:15])[c:7]([O:12][CH3:13])[c:8]([O:10][CH3:11])[cH:9]1)=[O:16])[CH2:17][CH:18]([CH2:19][CH2:20][N:21]1[CH2:22][CH2:23][CH:24]([C:27](=[O:28])[c:29]2[n:30][c:31]3[c:32]([nH:33]2)[cH:34][cH:35][cH:36][cH:37]3)[CH2:25][CH2:26]1)[c:38]1[cH:39][c:40]([Cl:45])[c:41]([Cl:44])[cH:42][cH:43]1.[CH3:65][C:66](=[O:67])[CH3:68].[Cl:47][CH2:48][CH2:49][N:50]1[CH2:51][CH2:52][O:53][CH2:54][CH2:55]1.[Cl:62][CH2:63][Cl:64].[ClH:46].[K+:60].[K+:61].[OH2:69]>>[CH3:1][N:2]([C:3]([c:4]1[cH:5][c:6]([O:14][CH3:15])[c:7]([O:12][CH3:13])[c:8]([O:10][CH3:11])[cH:9]1)=[O:16])[CH2:17][CH:18]([CH2:19][CH2:20][N:21]1[CH2:22][CH2:23][CH:24]([C:27](=[O:28])[c:29]2[n:30]([CH2:48][CH2:49][N:50]3[CH2:51][CH2:52][O:53][CH2:54][CH2:55]3)[c:31]3[c:32]([n:33]2)[cH:34][cH:35][cH:36][cH:37]3)[CH2:25][CH2:26]1)[c:38]1[cH:39][c:40]([Cl:45])[c:41]([Cl:44])[cH:42][cH:43]1. The reactants are S1C(=CC=C1)C(=C1CC2CCCCN2C1)C=1SC=CC1 (2-(dithien-2-ylmethylene)indolizidine), CI (methyl iodide). Solvent: CC(=O)C (acetone). Run at time 3 hour. Product: CI.S1C(=CC=C1)C(=C1CC2CCCCN2C1)C=1SC=CC1 (2-(Dithien-2-ylmethylene)indolizidine methyl iodide). Reaction SMILES: [S:1]1[CH:5]=[CH:4][CH:3]=[C:2]1[C:6]([C:16]1[S:17][CH:18]=[CH:19][CH:20]=1)=[C:7]1[CH2:15][N:14]2[CH:9]([CH2:10][CH2:11][CH2:12][CH2:13]2)[CH2:8]1.[CH3:21][I:22]>CC(C)=O>[CH3:21][I:22].[S:1]1[CH:5]=[CH:4][CH:3]=[C:2]1[C:6]([C:16]1[S:17][CH:18]=[CH:19][CH:20]=1)=[C:7]1[CH2:15][N:14]2[CH:9]([CH2:10][CH2:11][CH2:12][CH2:13]2)[CH2:8]1 |f:3.4|. Reported procedure: In 5 ml. of acetone was dissolved 0.37 g. of 2-(dithien-2-ylmethylene)indolizidine. To the resulting solution was added 1.0 ml. of methyl iodide. The mixture was stirred at room temperature for 3 hrs. The formed crystals were taken out by filtration. By recrystallization from isopropanol, 0.15 g. of colorless or light brown prisms having a melting point of 222° to 225° C. were obtained. Reactants: CCO, CO, ClCCl, [H][H], CCOCc1nc2c(N)nc3ccc(OCc4ccccc4)cc3c2n1CC(C)(C)NS(C)(=O)=O, [NH4+], [OH-]. The product is CCOCc1nc2c(N)nc3ccc(O)cc3c2n1CC(C)(C)NS(C)(=O)=O. Reaction SMILES: [CH3:43][CH2:44][OH:45].[CH3:46][OH:47].[Cl:38][CH2:39][Cl:40].[H:36][H:37].[NH2:1][c:2]1[n:3][c:4]2[cH:5][cH:6][c:7]([O:28][CH2:29][c:30]3[cH:31][cH:32][cH:33][cH:34][cH:35]3)[cH:8][c:9]2[c:10]2[c:11]1[n:12][c:13]([CH2:24][O:25][CH2:26][CH3:27])[n:14]2[CH2:15][C:16]([CH3:17])([CH3:18])[NH:19][S:20](=[O:21])(=[O:22])[CH3:23].[NH4+:41].[OH-:42]>>[NH2:1][c:2]1[n:3][c:4]2[cH:5][cH:6][c:7]([OH:28])[cH:8][c:9]2[c:10]2[c:11]1[n:12][c:13]([CH2:24][O:25][CH2:26][CH3:27])[n:14]2[CH2:15][C:16]([CH3:17])([CH3:18])[NH:19][S:20](=[O:21])(=[O:22])[CH3:23]. Starting materials: CON=C(C(=O)NC1[C@@H]2N(C(=C(CS2)C=CC=2N=NC=CC2)C(=O)OC(C2=CC=CC=C2)C2=CC=CC=C2)C1=O)C=1N=C(SC1)N (benzhydryl 7-[2-methoxyimino-2-(2-aminothiazol-4-yl)acetamido]-3-[2-(3-pyridazinyl)vinyl]-3-cephem-4-carboxylate), FC(C(=O)O)(F)F (trifluoroacetic acid), resultant solution, C(C)(C)OC(C)C (diisopropyl ether). Solvent: C(Cl)Cl (methylene chloride), C1(=CC=CC=C1)OC (anisole). Product: CON=C(C(=O)NC1[C@@H]2N(C(=C(CS2)C=CC=2N=NC=CC2)C(=O)O)C1=O)C=1N=C(SC1)N (7-[2-methoxyimino-2-(2-aminothiazol-4-yl)acetamido]-3-[2-(3-pyridazinyl)vinyl]-3-cephem-4-carboxylic acid). Isolated yield 76.3%. Reaction SMILES: [CH3:1][O:2][N:3]=[C:4]([C:41]1[N:42]=[C:43]([NH2:46])[S:44][CH:45]=1)[C:5]([NH:7][CH:8]1[C:39](=[O:40])[N:10]2[C:11]([C:23]([O:25]C(C3C=CC=CC=3)C3C=CC=CC=3)=[O:24])=[C:12]([CH:15]=[CH:16][C:17]3[N:18]=[N:19][CH:20]=[CH:21][CH:22]=3)[CH2:13][S:14][C@H:9]12)=[O:6].FC(F)(F)C(O)=O.C(OC(C)C)(C)C>C(Cl)Cl.C1(OC)C=CC=CC=1>[CH3:1][O:2][N:3]=[C:4]([C:41]1[N:42]=[C:43]([NH2:46])[S:44][CH:45]=1)[C:5]([NH:7][CH:8]1[C:39](=[O:40])[N:10]2[C:11]([C:23]([OH:25])=[O:24])=[C:12]([CH:15]=[CH:16][C:17]3[N:18]=[N:19][CH:20]=[CH:21][CH:22]=3)[CH2:13][S:14][C@H:9]12)=[O:6]. Procedure: To a solution of benzhydryl 7-[2-methoxyimino-2-(2-aminothiazol-4-yl)acetamido]-3-[2-(3-pyridazinyl)vinyl]-3-cephem-4-carboxylate (syn isomer) (trans isomer) (0.65 g) in methylene chloride (6.5 ml) and anisole (1.5 ml) was added trifluoroacetic acid (3.0 ml) under ice-cooling with stirring. The reaction mixture was stirred at ambient temperature for 30 minutes. The resultant solution was added dropwise to diisopropyl ether (100 ml), and the precipitate was collected by filtration, dissolved in a... Reactants: CC(=O)NC1(C#N)CC2CCC1C2, CC(=O)O, CC(=O)OC(C)=O, O=[Pt]. Product: CC(=O)NCC1(NC(C)=O)CC2CCC1C2. RXN SMILES: [C:1]([CH3:2])(=[O:3])[NH:4][C:5]1([C:12]#[N:13])[CH:6]2[CH2:7][CH2:8][CH:9]([CH2:10]1)[CH2:11]2.[CH3:14][C:15]([OH:16])=[O:17].[CH3:18][C:19]([O:20][C:21](=[O:22])[CH3:23])=[O:24].[Pt:25]=[O:26]>>[C:1]([CH3:2])(=[O:3])[NH:4][C:5]1([CH2:12][NH:13][C:15]([CH3:14])=[O:16])[CH:6]2[CH2:7][CH2:8][CH:9]([CH2:10]1)[CH2:11]2. The reactants are N(=O)[O-].[Na+] (sodium nitrite), NC1=C2N=C(C(=NC2=CC=C1)CN1C(C2=CC=CC=C2C1=O)=O)C1=C(C=CC=C1)Cl (2-((5-amino-3-(2-chlorophenyl)quinoxalin-2-yl)methyl)isoindoline-1,3-dione), CC(=O)C (acetone), [I-].[K+] (potassium iodide), Cl (hydrochloric acid). Run at temperature 0 celsius. Product: C1(NC(C2=CC=CC=C12)=O)=O (isoindoline-1,3-dione). As a reaction SMILES: NC1C=CC=C2C=1N=C(C1C=CC=CC=1Cl)C(C[N:13]1[C:21](=[O:22])[C:20]3[C:15](=[CH:16][CH:17]=[CH:18][CH:19]=3)[C:14]1=[O:23])=N2.CC(C)=O.Cl.N([O-])=O.[Na+].[I-].[K+]>>[C:14]1(=[O:23])[C:15]2[C:20](=[CH:19][CH:18]=[CH:17][CH:16]=2)[C:21](=[O:22])[NH:13]1 |f:3.4,5.6|. Procedure details: 2-((5-amino-3-(2-chlorophenyl)quinoxalin-2-yl)methyl)isoindoline-1,3-dione (Prepared in Example 97, 0.8364 g, 2.016 mmol) was dissolved in acetone (28.80 mL, 2.016 mmol) and cooled to 0° C. While being stirred, the solution was treated first with 2 M hydrochloric acid (5.645 mL, 11.29 mmol) and then dropwise with 1 M aq. sodium nitrite (6.049 mL, 6.049 mmol) while maintaining the temperature of the mixture at 0° C. After the additions were complete, the mixture was stirred for 15 min and then tr... Reactants: ClC=1N=NC(=CC1C)C=1C=C(C=CC1)C(F)(F)F (3-chloro-4-methyl-6-(α,α,α-trifluoro-m-tolyl)pyridazine), C(C)(=O)NN (acetylhydrazine). Solvent: C(CCC)O (n-butanol). The product is CC1=NN=C2N1N=C(C=C2C)C=2C=C(C=CC2)C(F)(F)F (3,8-dimethyl-6-(α,α,α-trifluoro-m-tolyl)-1,2,4-triazolo[4,3-b]pyridazine). Reaction SMILES: Cl[C:2]1[N:3]=[N:4][C:5]([C:9]2[CH:10]=[C:11]([C:15]([F:18])([F:17])[F:16])[CH:12]=[CH:13][CH:14]=2)=[CH:6][C:7]=1[CH3:8].[C:19]([NH:22][NH2:23])(=O)[CH3:20]>C(O)CCC>[CH3:20][C:19]1[N:3]2[N:4]=[C:5]([C:9]3[CH:10]=[C:11]([C:15]([F:18])([F:17])[F:16])[CH:12]=[CH:13][CH:14]=3)[CH:6]=[C:7]([CH3:8])[C:2]2=[N:23][N:22]=1. Procedure details: As in Example 36, a mixture of 8.0 g. of 3-chloro-4-methyl-6-(α,α,α-trifluoro-m-tolyl)pyridazine, 4.34 g. of acetylhydrazine in 125 ml. of n-butanol is refluxed for 48 hrs. to give 3.9 g. of product as crystals, m.p. 196°-198° C. The reactants are C(C1=CC=CC=C1)OC(NC1(CCC2(OCCO2)CC1)C1=CC=C(C=C1)F)=O ([8-(4-Fluoro-phenyl)-1,4-dioxa-spiro[4.5]dec-8-yl]-carbamic acid benzyl ester), C([O-])(O)=O.[Na+] (sodium bicarbonate). Solvent: CC(=O)C (acetone), Cl (HCl). Product: C(C1=CC=CC=C1)OC(NC1(CCC(CC1)=O)C1=CC=C(C=C1)F)=O ([1-(4-Fluoro-phenyl)-4-oxo-cyclohexyl]-carbamic acid benzyl ester). As a reaction SMILES: [CH2:1]([O:8][C:9](=[O:28])[NH:10][C:11]1([C:21]2[CH:26]=[CH:25][C:24]([F:27])=[CH:23][CH:22]=2)[CH2:20][CH2:19][C:14]2(OCC[O:15]2)[CH2:13][CH2:12]1)[C:2]1[CH:7]=[CH:6][CH:5]=[CH:4][CH:3]=1.C(=O)(O)[O-].[Na+]>CC(C)=O.Cl>[CH2:1]([O:8][C:9](=[O:28])[NH:10][C:11]1([C:21]2[CH:26]=[CH:25][C:24]([F:27])=[CH:23][CH:22]=2)[CH2:20][CH2:19][C:14](=[O:15])[CH2:13][CH2:12]1)[C:2]1[CH:7]=[CH:6][CH:5]=[CH:4][CH:3]=1 |f:1.2|. Procedure details: 2.75 g of [8-(4-Fluoro-phenyl)-1,4-dioxa-spiro[4.5]dec-8-yl]-carbamic acid benzyl ester (76) were dissolved in 30 mL of acetone and 15 mL of 5N HCl. When conversion was complete, the mixture was carefully poured into sat. sodium bicarbonate solution. The aqueous layer was extracted twice with dichloromethane, Reaction conditions: time 15 minute. Starting materials: C1S(NC(C2=C1C=CC=C2)=O)(=O)=O (1H-2,3-Benzothiazin-4(3H)-one 2,2-dioxide), [OH-].[K+] (potassium hydroxide), ClCCC(=O)C1=CC=CC=C1 (3-chloropropiophenone), CN(C=O)C (dimethylformamide). The solvent is CO (methanol). Isolated yield 67.5%. Reported procedure: 1H-2,3-Benzothiazin-4(3H)-one 2,2-dioxide (1 g, 5.08 mmol.) was added to a solution of powdery potassium hydroxide (334 mg, 5.08 mmol.) in methanol (4 mL). The mixture was then stirred at room temperature for 15 min. The solution was placed under reduced pressure to distill the solvent off to dryness. To the dried product were added 3-chloropropiophenone (856 mg, 5.08 mmol.) and dimethylformamide (8 mL). The mixture was heated to 120° C. for 6 hours under stirring. The reaction liquid was placed... Yields the product O=C(CCN1S(CC2=C(C1=O)C=CC=C2)(=O)=O)C2=CC=CC=C2 (3-(3-Oxo-3-phenylpropyl)-1H-2,3-benzothiazin-4(3H)-one 2,2-Dioxide). As a reaction SMILES: [CH2:1]1[C:6]2[CH:7]=[CH:8][CH:9]=[CH:10][C:5]=2[C:4](=[O:11])[NH:3][S:2]1(=[O:13])=[O:12].[OH-].[K+].Cl[CH2:17][CH2:18][C:19]([C:21]1[CH:26]=[CH:25][CH:24]=[CH:23][CH:22]=1)=[O:20].CN(C)C=O>CO>[O:20]=[C:19]([C:21]1[CH:26]=[CH:25][CH:24]=[CH:23][CH:22]=1)[CH2:18][CH2:17][N:3]1[C:4](=[O:11])[C:5]2[CH:10]=[CH:9][CH:8]=[CH:7][C:6]=2[CH2:1][S:2]1(=[O:12])=[O:13] |f:1.2|.